This data is from the Open Reaction Database (ORD), a public repository of structured organic reaction records. The task is: describe an organic reaction: reactants, conditions, products, and yield Reactants: C(C)(=O)OCC(COC(C)=O)N(CC(=O)OC(C)(C)C)C (Tert-butyl 2-{[1,3-bis(acetyloxy)propan-2-yl](methyl)amino}acetate), C(=O)(C(F)(F)F)O (TFA). The solvent is ClCCl (dichloromethane). Yields the product C(C)(=O)OCC(COC(C)=O)N(CC(=O)O)C (2-{[1,3-bis(acetyloxy)propan-2-yl](methyl)amino}acetic acid). RXN SMILES: [C:1]([O:4][CH2:5][CH:6]([N:12]([CH3:21])[CH2:13][C:14]([O:16]C(C)(C)C)=[O:15])[CH2:7][O:8][C:9](=[O:11])[CH3:10])(=[O:3])[CH3:2].C(O)(C(F)(F)F)=O>ClCCl>[C:1]([O:4][CH2:5][CH:6]([N:12]([CH3:21])[CH2:13][C:14]([OH:16])=[O:15])[CH2:7][O:8][C:9](=[O:11])[CH3:10])(=[O:3])[CH3:2]. Reported procedure: Tert-butyl 2-{[1,3-bis(acetyloxy)propan-2-yl](methyl)amino}acetate (1.32 g, 4.3 mmol) was stirred in a solution of 20% TFA:dichloromethane (20 ml) for 5 hours. Upon completion of reaction (assessed by LC-MS) the reaction was concentrated in vacuo and re-dissolved in dichloromethane (10 ml). The HCl salt was treated with polymer supported-diisopropylamine (3.5 g) for 18 hours and the resin removed by filtration. The resin was washed with MeCN (3×10 ml) and the title compound isolated by concentra... Reactants: ClC(C(F)(F)F)=CC(F)(F)F (2-chloro-1,1,1,4,4,4-hexafluoro-2-butene), C=1(O)C(O)=CC=CC1 (pyrocatechol), ice water. The solvent is [OH-].[Na+] (sodium hydroxide). Run at time 30 minute. Product: FC(CC1(OC2=C(O1)C=CC=C2)C(F)(F)F)(F)F (2-(2,2,2-Trifluoroethyl)-2-trifluoromethyl-1,3benzodioxole). As a reaction SMILES: [C:1]1([C:3](=[CH:5][CH:6]=[CH:7][CH:8]=1)[OH:4])[OH:2].Cl[C:10](=[CH:15][C:16]([F:19])([F:18])[F:17])[C:11]([F:14])([F:13])[F:12]>[OH-].[Na+]>[F:12][C:11]([F:14])([F:13])[CH2:10][C:15]1([C:16]([F:19])([F:18])[F:17])[O:4][C:3]2[CH:5]=[CH:6][CH:7]=[CH:8][C:1]=2[O:2]1 |f:2.3|. Procedure: 11 g of pyrocatechol were dissolved in 200 ml of dimethylfomamide, and 18 g of 45% strength by weight aqueous sodium hydroxide solution were added. 20 g of 2-chloro-1,1,1,4,4,4-hexafluoro-2-butene were added dropwise at 75° C. to the mixture. Stirring was continued for 30 minutes at 75° C. The mixture was then poured into 500 ml of ice-water and extracted with diethyl ether. The organic phase was washed with water, dried with magnesium sulphate and concentrated. Finally, the product was distille... Reactants: FC1=C(C=C(C=C1)[N+](=O)[O-])F (1,2-difluoro-4-nitro-benzene), 132a, C(=O)([O-])[O-].[K+].[K+] (K2CO3), C1(=CC=CC=C1)O (phenol), 132b, CN1CCCC1=O (NMP). Solvent: C(C)(=O)OCC (ethyl acetate). Conditions: temperature 140 celsius, time 1 hour. Product: FC=1C=C(C=CC1OC1=CC=CC=C1)N (3-fluoro-4-phenoxy-phenylamine), 132c. As a reaction SMILES: F[C:2]1[CH:7]=[CH:6][C:5]([N+:8]([O-])=O)=[CH:4][C:3]=1[F:11].C([O-])([O-])=O.[K+].[K+].[C:18]1([OH:24])[CH:23]=[CH:22][CH:21]=[CH:20][CH:19]=1.CN1C(=O)CCC1>C(OCC)(=O)C>[F:11][C:3]1[CH:4]=[C:5]([NH2:8])[CH:6]=[CH:7][C:2]=1[O:24][C:18]1[CH:23]=[CH:22][CH:21]=[CH:20][CH:19]=1 |f:1.2.3|. Procedure details: 1,2-difluoro-4-nitro-benzene Compound 132a (1.3 g, 8.2 mmol), K2CO3 (1.2 g, 9.0 mmol) and phenol Compound 132b (0.84 g, 9.0 mmol.) were combined with 10 mL of NMP in a sealed pressure tube. The reaction was heated in a microwave at 140° C. for 50 min. The reaction mixture was diluted with ethyl acetate and washed with water and brine. The organic layer was dried over NaSO4, then filtered and concentrated down to an oil. The crude oil in ethyl acetate (25 mL) was added to 10% Pd/C (1.3 g) and pla... The reactants are CN(CCCCOC1=CC=C(C=C1)NS(=O)(=O)C1=CC=C(C=C1)C(F)(F)F)C (N-[4-(4-Dimethylamino-butoxy)-phenyl]-4-trifluoromethyl-benzenesulfonamide), C(C)O (ethanol). The product is CN(CCCCOC1=CC=C(C=C1)N(S(=O)(=O)C1=CC=C(C=C1)C(F)(F)F)CC)C (N-[4-(4-Dimethylamino-butoxy)-phenyl]-N-ethyl-4-trifluoromethyl-benzenesulfonamide). Reaction SMILES: [CH3:1][N:2]([CH3:28])[CH2:3][CH2:4][CH2:5][CH2:6][O:7][C:8]1[CH:13]=[CH:12][C:11]([NH:14][S:15]([C:18]2[CH:23]=[CH:22][C:21]([C:24]([F:27])([F:26])[F:25])=[CH:20][CH:19]=2)(=[O:17])=[O:16])=[CH:10][CH:9]=1.[CH2:29](O)[CH3:30]>>[CH3:28][N:2]([CH3:1])[CH2:3][CH2:4][CH2:5][CH2:6][O:7][C:8]1[CH:9]=[CH:10][C:11]([N:14]([CH2:29][CH3:30])[S:15]([C:18]2[CH:19]=[CH:20][C:21]([C:24]([F:26])([F:27])[F:25])=[CH:22][CH:23]=2)(=[O:17])=[O:16])=[CH:12][CH:13]=1. Procedure details: In analogy to example 14.1, reaction of N-[4-(4-Dimethylamino-butoxy)-phenyl]-4-trifluoromethyl-benzenesulfonamide 69-2511 with ethanol yielded N-[4-(4-Dimethylamino-butoxy)-phenyl]-N-ethyl-4-trifluoromethyl-benzenesulfonamide, MS: 445 (MH+). The reactants are CSc1nccc(C=O)n1, CC1=CN=C(C=C1)N, [C-]#[N+]C1CCCCC1. Reagents/catalysts: O=C(O)C(F)(F)F (trifluoroacetic acid). Solvent: CC(C)O (isopropyl alcohol), CC(C)O (isopropylalcohol). Reaction conditions: temperature 22 celsius, time 20 hour. Yields the product Cc1ccc2nc(c3ccnc(n3)SC)c(NC3CCCCC3)n2c1. The yield is 21.6%. Reaction SMILES: CC1=CC=C(N)N=C1.[C-]#[N+]C1CCCCC1.CSC1=NC=CC(C=O)=N1>>CSC1=NC=CC(=N1)C1=C(NC2CCCCC2)N2C=C(C)C=CC2=N1.